From a dataset of the Open Reaction Database (ORD), a public repository of structured organic reaction records. describe an organic reaction: reactants, conditions, products, and yield Reactants: O=C([O-])O, CCc1ccc(Cc2ccc(CC(=O)O)cc2OCc2ccccc2)cc1, CC(C)(C)OC(=O)OC(=O)OC(C)(C)C, Cl, [NH4+], C1CCOC1, c1ccncc1. The product is CCc1ccc(Cc2ccc(CC(N)=O)cc2OCc2ccccc2)cc1. RXN SMILES: [C:43](=[O:44])([O-:45])[OH:46].[CH2:1]([c:2]1[cH:3][cH:4][cH:5][cH:6][cH:7]1)[O:8][c:9]1[cH:10][c:11]([CH2:24][C:25](=[O:26])[OH:27])[cH:12][cH:13][c:14]1[CH2:15][c:16]1[cH:17][cH:18][c:19]([CH2:22][CH3:23])[cH:20][cH:21]1.[CH3:28][C:29]([O:30][C:31]([O:32][C:33]([O:34][C:35]([CH3:36])([CH3:37])[CH3:38])=[O:39])=[O:40])([CH3:41])[CH3:42].[ClH:48].[NH4+:47].[O:49]1[CH2:50][CH2:51][CH2:52][CH2:53]1.[cH:54]1[cH:55][cH:56][n:57][cH:58][cH:59]1>>[CH2:1]([c:2]1[cH:3][cH:4][cH:5][cH:6][cH:7]1)[O:8][c:9]1[cH:10][c:11]([CH2:24][C:25](=[O:27])[NH2:47])[cH:12][cH:13][c:14]1[CH2:15][c:16]1[cH:17][cH:18][c:19]([CH2:22][CH3:23])[cH:20][cH:21]1. The reactants are C([O-])([O-])=O.[K+].[K+] (potassium carbonate), [I-].[K+] (potassium iodide), BrCCCO (3-bromopropanol), N1N=NC=C1 (1,2,3-triazole). The solvent is O1CCOCC1 (1,4-dioxane). Reaction conditions: temperature 100 celsius, time 3 hour. Product: N1(N=NC=C1)CCCO (3-(1,2,3-triazol-1-yl)propanol). The yield is 67.9%. RXN SMILES: [NH:1]1[CH:5]=[CH:4][N:3]=[N:2]1.C(=O)([O-])[O-].[K+].[K+].[I-].[K+].Br[CH2:15][CH2:16][CH2:17][OH:18]>O1CCOCC1>[N:1]1([CH2:15][CH2:16][CH2:17][OH:18])[CH:5]=[CH:4][N:3]=[N:2]1 |f:1.2.3,4.5|. Reported procedure: 1,2,3-triazole (2 g, 28.96 mmol) was dissolved in 1,4-dioxane (40 mL), and potassium carbonate (8 g, 57.92 mmol), potassium iodide (962 mg, 5.79 mmol) and 3-bromopropanol (3.3 mL, 43.43 mmol) were added thereto, followed by stirring at 100° C. for 3 hours. After the reaction was completed, the reactants were cooled to room temperature and filtered. The filtrate was concentrated under reduced pressure. The resulting residue was purified by column chromatography to afford the title compound (2.5 g... The reactants are CCOC(=O)CCC1Cc2cc(OC)ccc2NC1=O, CCO. Product: CCOC(=O)CCC1Cc2cc(O)ccc2NC1=O. RXN SMILES: [CH2:1]([CH3:2])[O:3][C:4]([CH2:5][CH2:6][CH:7]1[C:8](=[O:19])[NH:9][c:10]2[cH:11][cH:12][c:13]([O:17][CH3:18])[cH:14][c:15]2[CH2:16]1)=[O:20].[CH2:21]([OH:22])[CH3:23]>>[CH2:1]([CH3:2])[O:3][C:4]([CH2:5][CH2:6][CH:7]1[C:8](=[O:19])[NH:9][c:10]2[cH:11][cH:12][c:13]([OH:17])[cH:14][c:15]2[CH2:16]1)=[O:20]. Starting materials: CC1=CC2=C(S1)NC=3C=CC=CC3N=C2N4CCN(CC4)C (olanzapine), C(CO)(=O)O (glycolic acid). The solvent is CC(=O)C (acetone), CC(=O)C (acetone). Run at temperature 4 celsius, time 8 hour. The product is CC1=CC2=C(S1)NC=3C=CC=CC3N=C2N4CCN(CC4)C.C(CO)(=O)[O-] (Olanzapine Glycolate). As a reaction SMILES: [CH3:1][C:2]1[S:6][C:5]2[NH:7][C:8]3[CH:9]=[CH:10][CH:11]=[CH:12][C:13]=3[N:14]=[C:15]([N:16]3[CH2:21][CH2:20][N:19]([CH3:22])[CH2:18][CH2:17]3)[C:4]=2[CH:3]=1.[C:23]([OH:27])(=[O:26])[CH2:24][OH:25]>CC(C)=O>[CH3:1][C:2]1[S:6][C:5]2[NH:7][C:8]3[CH:9]=[CH:10][CH:11]=[CH:12][C:13]=3[N:14]=[C:15]([N:16]3[CH2:17][CH2:18][N:19]([CH3:22])[CH2:20][CH2:21]3)[C:4]=2[CH:3]=1.[C:23]([O-:27])(=[O:26])[CH2:24][OH:25] |f:3.4|. Reported procedure: To a solution of 5.0 g of olanzapine in 150 ml of acetone was added 1.22 g of glycolic acid in 25 ml acetone slowly at room temperature. The mixture was stirred overnight at 4° C. The crystals were isolated by filtration, washed with 15 ml of acetone and 20 ml of ether and dried overnight at 40° C. in vacuo. Yield: 5.76 g Reactants: C1COCCO1, CCOCC, CCN(C(C)C)C(C)C, O=C(Cl)c1cccc(C(F)(F)F)c1Cl, ClCCl, Cl, CC(C)(C)OC(=O)NN. Product: NNC(=O)c1cccc(C(F)(F)F)c1Cl. RXN SMILES: [CH2:37]1[O:38][CH2:39][CH2:40][O:41][CH2:42]1.[CH3:43][CH2:44][O:45][CH2:46][CH3:47].[CH:15]([N:16]([CH2:17][CH3:18])[CH:19]([CH3:20])[CH3:21])([CH3:22])[CH3:23].[Cl:1][c:2]1[c:3]([C:4](=[O:5])[Cl:6])[cH:7][cH:8][cH:9][c:10]1[C:11]([F:12])([F:13])[F:14].[Cl:34][CH2:35][Cl:36].[ClH:33].[NH:24]([NH2:25])[C:26]([O:27][C:28]([CH3:29])([CH3:30])[CH3:31])=[O:32]>>[Cl:1][c:2]1[c:3]([C:4](=[O:5])[NH:24][NH2:25])[cH:7][cH:8][cH:9][c:10]1[C:11]([F:12])([F:13])[F:14].